From a dataset of the Open Reaction Database (ORD), a public repository of structured organic reaction records. describe an organic reaction: reactants, conditions, products, and yield The reactants are N1C=NC=C1 (imidazole), C1(=CC=CC=C1)C(C1=CC=CC=C1)(C1=CC=CC=C1)Cl (triphenylmethyl chloride), O (water). Isolated yield 41.3%. Procedure: To a stirred solution of 23.5 g (0.35 mole) of imidazole in 425 mL of ethyl acetate was added 48.0 g (0.32 mole) of triphenylmethyl chloride. The mixture was stirred for 20 hours and then 500 mL of water was added. After being stirred for an additional 2 hours, the mixture was filtered. The ethyl acetate layer was separated, dried (MgSO4) and concentrated. Recrystallization of the residue from xylene gave 41 g of white crystals, mp 222°-225° C.. As a reaction SMILES: [NH:1]1[CH:5]=[CH:4][N:3]=[CH:2]1.[C:6]1([C:12](Cl)([C:19]2[CH:24]=[CH:23][CH:22]=[CH:21][CH:20]=2)[C:13]2[CH:18]=[CH:17][CH:16]=[CH:15][CH:14]=2)[CH:11]=[CH:10][CH:9]=[CH:8][CH:7]=1.O>C(OCC)(=O)C>[C:12]([N:1]1[CH:5]=[CH:4][N:3]=[CH:2]1)([C:6]1[CH:11]=[CH:10][CH:9]=[CH:8][CH:7]=1)([C:19]1[CH:20]=[CH:21][CH:22]=[CH:23][CH:24]=1)[C:13]1[CH:14]=[CH:15][CH:16]=[CH:17][CH:18]=1. Run at time 20 hour. Product: C(C1=CC=CC=C1)(C1=CC=CC=C1)(C1=CC=CC=C1)N1C=NC=C1 (1-TRITYLIMIDAZOLE). The solvent is C(C)(=O)OCC (ethyl acetate). The reactants are [Cl-].[K+] (potassium chloride), ClC=1C(=C(C=O)C=C(C1F)F)F (3-chloro-2,4,5-trifluorobenzaldehyde), solution, ClCl (chlorine). Solvent: ClC1=C(C=CC=C1)C(F)(F)F (2-chlorobenzotrifluoride), ClC1=C(C=CC=C1)C(F)(F)F (2-chlorobenzotrifluoride). The product is ClC=1C(=C(C(=O)Cl)C=C(C1F)F)F (3-chloro-2,4,5-trifluorobenzoyl chloride). The yield is 376.2%. As a reaction SMILES: [Cl-:1].[K+].[Cl:3][C:4]1[C:5]([F:14])=[C:6]([CH:9]=[C:10]([F:13])[C:11]=1[F:12])[CH:7]=[O:8].ClCl>ClC1C=CC=CC=1C(F)(F)F>[Cl:3][C:4]1[C:5]([F:14])=[C:6]([CH:9]=[C:10]([F:13])[C:11]=1[F:12])[C:7]([Cl:1])=[O:8] |f:0.1|. Procedure details: 100 ml of 2-chlorobenzotrifluoride and 4.5 g of potassium chloride were placed at 110° C. in a chlorination apparatus with UV irradiation and 50 g of 3-chloro-2,4,5-trifluorobenzaldehyde in 50 ml of 2-chlorobenzotrifluoride were subsequently added dropwise with exclusion of air. After addition of 10 ml of the solution, chlorine was added at the rate at which it was absorbed. The metered addition was continued until the entire amount of the aldehyde used had reacted (gas chromatographic monitorin... The reactants are O1C(=CC=C1)C(=O)N1CCN(CC1)CCCl (1-(2-furanylcarbonyl)-4-(2-chloroethyl)piperazine), [I-].[Na+] (sodium iodide), CN (methylamine). The solvent is CO (methanol). Yields the product CNCCN1CCN(CC1)C(=O)C=1OC=CC1 (N-methyl-N-[2-(4-(2-furanylcarbonyl)- 1-piperazinyl)ethyl]amine). Yield: 82.0%. Reaction SMILES: [O:1]1[CH:5]=[CH:4][CH:3]=[C:2]1[C:6]([N:8]1[CH2:13][CH2:12][N:11]([CH2:14][CH2:15]Cl)[CH2:10][CH2:9]1)=[O:7].[I-].[Na+].[CH3:19][NH2:20]>CO>[CH3:19][NH:20][CH2:15][CH2:14][N:11]1[CH2:12][CH2:13][N:8]([C:6]([C:2]2[O:1][CH:5]=[CH:4][CH:3]=2)=[O:7])[CH2:9][CH2:10]1 |f:1.2|. Procedure details: A solution of 1.0 g of 1-(2-furanylcarbonyl)-4-(2-chloroethyl)piperazine and 200 mg of sodium iodide in 40 ml of methanol which contained 25% of methylamine was reacted at 70° C. in a sealed tube for 24 hours. After allowing the reaction mixture to cool down, the reaction mixture was concentrated under reduced pressure and the residue was purified by column chromatography on silica gel (eluent: a 20:1:0.1 mixture of chloroform, methanol, and methanol containing 40% methylamine) to give 800 mg of... The reactants are FC1=CC=C(CNC(=O)C=2N=C(N(C(C2O)=O)C)C(C)(C)NC(OCC2=CC=CC=C2)=O)C=C1 (Benzyl 1-(4-{[(4-fluorobenzyl)amino]carbonyl}-5-hydroxy-1-methyl-6-oxo-1,6-dihydropyrimidin-2-yl)-1-methylethylcarbamate). The reagents and catalysts are [Pd] (Pd/C). Yields the product NC(C)(C)C=1N(C(C(=C(N1)C(=O)NCC1=CC=C(C=C1)F)O)=O)C (2-(1-amino-1-methylethyl)-N-(4-fluorobenzyl)-5-hydroxy-1-methyl-6-oxo-1,6-dihydropyrimidine-4-carboxamide). Reaction SMILES: [F:1][C:2]1[CH:34]=[CH:33][C:5]([CH2:6][NH:7][C:8]([C:10]2[N:11]=[C:12]([C:19]([NH:22]C(=O)OCC3C=CC=CC=3)([CH3:21])[CH3:20])[N:13]([CH3:18])[C:14](=[O:17])[C:15]=2[OH:16])=[O:9])=[CH:4][CH:3]=1>[Pd]>[NH2:22][C:19]([C:12]1[N:13]([CH3:18])[C:14](=[O:17])[C:15]([OH:16])=[C:10]([C:8]([NH:7][CH2:6][C:5]2[CH:4]=[CH:3][C:2]([F:1])=[CH:34][CH:33]=2)=[O:9])[N:11]=1)([CH3:21])[CH3:20]. Reported procedure: A methanolic solution of Benzyl 1-(4-{[(4-fluorobenzyl)amino]carbonyl}-5-hydroxy-1-methyl-6-oxo-1,6-dihydropyrimidin-2-yl)-1-methylethylcarbamate was stirred over night under a hydrogen atmosphere in the presence of catalytic 10% Pd/C. Catalyst was then filtered off through celite, and the filtrate was concentrated. Product was obtained after trituration with ethyl ether. Yields the product O=C(CCCCC(=O)OCNS(=O)(=O)c1cc(C(=O)OCC(Cl)(Cl)Cl)c(NCc2ccco2)cc1Cl)OCCl. Starting materials: O=C([O-])[O-], CO, O=C(O)CCCCC(=O)OCNS(=O)(=O)c1cc(C(=O)OCC(Cl)(Cl)Cl)c(NCc2ccco2)cc1Cl, ClCBr, [Cs+], [Cs+], O. As a reaction SMILES: [C:38](=[O:39])([O-:40])[O-:41].[CH3:48][OH:49].[Cl:1][c:2]1[c:3]([S:23](=[O:24])(=[O:25])[NH:26][CH2:27][O:28][C:29]([CH2:30][CH2:31][CH2:32][CH2:33][C:34](=[O:35])[OH:36])=[O:37])[cH:4][c:5]([C:15](=[O:16])[O:17][CH2:18][C:19]([Cl:20])([Cl:21])[Cl:22])[c:6]([NH:8][CH2:9][c:10]2[o:11][cH:12][cH:13][cH:14]2)[cH:7]1.[Cl:44][CH2:45][Br:46].[Cs+:42].[Cs+:43].[OH2:47]>>[Cl:1][c:2]1[c:3]([S:23](=[O:24])(=[O:25])[NH:26][CH2:27][O:28][C:29]([CH2:30][CH2:31][CH2:32][CH2:33][C:34](=[O:35])[O:36][CH2:45][Cl:44])=[O:37])[cH:4][c:5]([C:15](=[O:16])[O:17][CH2:18][C:19]([Cl:20])([Cl:21])[Cl:22])[c:6]([NH:8][CH2:9][c:10]2[o:11][cH:12][cH:13][cH:14]2)[cH:7]1. The reactants are ClC1=CC=C2C=CN(C2=C1)C (6-chloro-l-methylindole), C(C)(C)(C)[Li] (t-butyl lithium), hexanes, II (I2), S(=O)([O-])[O-].[Na+].[Na+] (sodium sulfite). Run in C(C)OCC (diethyl ether). Conditions: time 0.25 hour. Product: ClC1=CC=C2C=C(N(C2=C1)C)I (6-Chloro-2-iodo-1-methylindole). As a reaction SMILES: [Cl:1][C:2]1[CH:10]=[C:9]2[C:5]([CH:6]=[CH:7][N:8]2[CH3:11])=[CH:4][CH:3]=1.C([Li])(C)(C)C.[I:17]I.S([O-])([O-])=O.[Na+].[Na+]>C(OCC)C>[Cl:1][C:2]1[CH:10]=[C:9]2[C:5]([CH:6]=[C:7]([I:17])[N:8]2[CH3:11])=[CH:4][CH:3]=1 |f:3.4.5|. Procedure: A solution of 6-chloro-l-methylindole (0.83 g, 5.0 mmole) in diethyl ether is treated with 1.7 M t-butyl lithium in hexanes (3.5 mL, 6.0 mmole) at 0° C., stirred at ambient temperatures for 0.25 hour, treated with I2 (1.52 g, 6.0 mmole), stirred at room temperature until reaction is complete by TLC analysis, treated with aqueous sodium sulfite and extracted with diethyl ether. The combined ether extracts are dried over MgSO4 and concentrated in vacuo to afford the title product as a brown solid,...